This data is from the Open Reaction Database (ORD), a public repository of structured organic reaction records. The task is: describe an organic reaction: reactants, conditions, products, and yield Reactants: CCOC(=O)CCC(CC(=O)c1ccc([N+](=O)[O-])cc1)(C(=O)OCC)C(=O)OCC, CCO, Cl, [Na+], [OH-]. Yields the product CCOC(=O)CCC(CC(=O)c1ccc([N+](=O)[O-])cc1)C(=O)OCC. Reaction SMILES: [CH2:1]([CH3:2])[O:3][C:4](=[O:5])[C:6]([C:7]([O:8][CH2:9][CH3:10])=[O:11])([CH2:12][CH2:13][C:14](=[O:15])[O:16][CH2:17][CH3:18])[CH2:19][C:20](=[O:21])[c:22]1[cH:23][cH:24][c:25]([N+:28](=[O:29])[O-:30])[cH:26][cH:27]1.[CH3:34][CH2:35][OH:36].[ClH:33].[Na+:32].[OH-:31]>>[CH2:1]([CH3:2])[O:3][C:4](=[O:5])[CH:6]([CH2:12][CH2:13][C:14](=[O:15])[O:16][CH2:17][CH3:18])[CH2:19][C:20](=[O:21])[c:22]1[cH:23][cH:24][c:25]([N+:28](=[O:29])[O-:30])[cH:26][cH:27]1. The yield is 82.2%. Reported procedure: The mixture of 2, 5-dibromo-α,α′-dibromo-p-xylene (67) (7.58 g, 0.018 mol) and triethyl phosphite (60 ml) was refluxed at 180° C. overnight. The excess triethyl phosphite was removed under reduced pressure, 60 ml of hexanes was added, and white solid was formed. The solid was collected by filtration, washed three times with 20 ml of hexanes and gave 7.93 g (82.2%) of product.1H NMR (CDCl3, 500 MHz) δppm: 7.62 (s, 2H, Ar—H), 4.06 (m, 8H, CH2), 3.32 (d, J=20.5 Hz, 4H, CH2), 1.28 (t, J=7.0 Hz, 12H,... Run at temperature 180 celsius. Starting materials: BrC1=C(C=C(C(=C1)CBr)Br)CBr (2,5-dibromo-α,α′-dibromo-p-xylene), P(OCC)(OCC)OCC (triethyl phosphite). As a reaction SMILES: [Br:1][C:2]1[CH:7]=[C:6]([CH2:8]Br)[C:5]([Br:10])=[CH:4][C:3]=1[CH2:11]Br.[P:13]([O:20][CH2:21][CH3:22])([O:17]CC)[O:14][CH2:15][CH3:16]>>[Br:10][C:5]1([P:13]([O:14][CH2:15][CH3:16])(=[O:17])[O:20][CH2:21][CH3:22])[C:4]([P:13]([O:20][CH2:21][CH3:22])(=[O:17])[O:14][CH2:15][CH3:16])=[C:3]([CH3:11])[C:2]([Br:1])=[CH:7][CH:6]1[CH3:8]. Yields the product BrC1(C(C=C(C(=C1P(OCC)(=O)OCC)C)Br)C)P(OCC)(=O)OCC (tetraethyl 2,5-dibromo-p-xylenebisphosphonate).